This data is from the Open Reaction Database (ORD), a public repository of structured organic reaction records. The task is: describe an organic reaction: reactants, conditions, products, and yield Starting materials: C1CCOC1, CCOC(=O)c1csc(C2CCCC2)n1, Cl, [Li+], [OH-], O, O. Product: O=C(O)c1csc(C2CCCC2)n1. Reaction SMILES: [CH2:21]1[O:22][CH2:23][CH2:24][CH2:25]1.[CH:4]1([c:9]2[s:10][cH:11][c:12]([C:14](=[O:15])[O:16][CH2:17][CH3:18])[n:13]2)[CH2:5][CH2:6][CH2:7][CH2:8]1.[ClH:20].[Li+:3].[OH-:2].[OH2:19].[OH2:1]>>[CH:4]1([c:9]2[s:10][cH:11][c:12]([C:14](=[O:15])[OH:16])[n:13]2)[CH2:5][CH2:6][CH2:7][CH2:8]1. Starting materials: [OH-].[Na+] (sodium hydroxide), FC1=C(C=C(C=C1)F)/C=C/CN1CC(CC1)(C(=O)OC)CCCC1=C(C=NC2=CC=C(C=C12)OC)F (methyl (±)-1-[(2E)-3-(2,5-difluorophenyl)-2-propenyl]-3-[3-(3-fluoro-6-methoxyquinolin-4-yl)propyl]-3-pyrrolidinecarboxylate). The solvent is O1CCOCC1 (dioxane), C(C)#N (acetonitrile). Product: FC1=C(C=C(C=C1)F)/C=C/CN1CC(CC1)(C(=O)O)CCCC1=C(C=NC2=CC=C(C=C12)OC)F ((±)-1-[(2E)-3-(2,5-difluorophenyl)-2-propenyl]-3-[3-(3-fluoro-6-methoxyquinolin-4-yl)propyl]-3-pyrrolidinecarboxylic acid). The yield is 48.6%. Reaction SMILES: [OH-].[Na+].[F:3][C:4]1[CH:9]=[CH:8][C:7]([F:10])=[CH:6][C:5]=1/[CH:11]=[CH:12]/[CH2:13][N:14]1[CH2:18][CH2:17][C:16]([CH2:23][CH2:24][CH2:25][C:26]2[C:35]3[C:30](=[CH:31][CH:32]=[C:33]([O:36][CH3:37])[CH:34]=3)[N:29]=[CH:28][C:27]=2[F:38])([C:19]([O:21]C)=[O:20])[CH2:15]1>O1CCOCC1.C(#N)C>[F:3][C:4]1[CH:9]=[CH:8][C:7]([F:10])=[CH:6][C:5]=1/[CH:11]=[CH:12]/[CH2:13][N:14]1[CH2:18][CH2:17][C:16]([CH2:23][CH2:24][CH2:25][C:26]2[C:35]3[C:30](=[CH:31][CH:32]=[C:33]([O:36][CH3:37])[CH:34]=3)[N:29]=[CH:28][C:27]=2[F:38])([C:19]([OH:21])=[O:20])[CH2:15]1 |f:0.1|. Procedure details: 14.2 cm3 of a 5 N aqueous sodium hydroxide solution are added at a temperature in the region of 20° C. to 1.25 g (2.336 mmol) of methyl (±)-1-[(2E)-3-(2,5-difluorophenyl)-2-propenyl]-3-[3-(3-fluoro-6-methoxyquinolin-4-yl)propyl]-3-pyrrolidinecarboxylate in solution in 25 cm3 of dioxane. After stirring under reflux for 16 hours, the reaction medium is concentrated to dryness under reduced pressure (2.7 kPa) to give a residue which is taken up in 40 cm3 of acetonitrile. After stirring for 0.5 hour... Starting materials: CCOC(=O)C1=Cc2cc(C#N)ccc2NC1C(F)(F)F, CCOCC, CO, Cl, [Li+], C1CCOC1, [OH-], O. The product is N#Cc1ccc2c(c1)C=C(C(=O)O)C(C(F)(F)F)N2. Reaction SMILES: [C:1](#[N:2])[c:3]1[cH:4][c:5]2[c:10]([cH:11][cH:12]1)[NH:9][CH:8]([C:13]([F:14])([F:15])[F:16])[C:7]([C:17](=[O:18])[O:19][CH2:20][CH3:21])=[CH:6]2.[CH3:25][CH2:26][O:27][CH2:28][CH3:29].[CH3:36][OH:37].[ClH:24].[Li+:22].[O:31]1[CH2:32][CH2:33][CH2:34][CH2:35]1.[OH-:23].[OH2:30]>>[C:1](#[N:2])[c:3]1[cH:4][c:5]2[c:10]([cH:11][cH:12]1)[NH:9][CH:8]([C:13]([F:14])([F:15])[F:16])[C:7]([C:17](=[O:18])[OH:19])=[CH:6]2. Reaction SMILES: [NH2:1][C:2]1[N:3]=[N:4][C:5]([C:8]2[CH:13]=[CH:12][CH:11]=[C:10]([C:14]([F:17])([F:16])[F:15])[CH:9]=2)=[CH:6][CH:7]=1.[Br:18][CH2:19][C:20](=O)[CH3:21]>C(O)C>[BrH:18].[CH3:21][C:20]1[N:1]=[C:2]2[CH:7]=[CH:6][C:5]([C:8]3[CH:13]=[CH:12][CH:11]=[C:10]([C:14]([F:15])([F:17])[F:16])[CH:9]=3)=[N:4][N:3]2[CH:19]=1 |f:3.4|. Reactants: NC=1N=NC(=CC1)C1=CC(=CC=C1)C(F)(F)F (3-amino-6-[3-(trifluoromethyl)phenyl]pyridazine), BrCC(C)=O (bromoacetone). Product: Br.CC=1N=C2N(N=C(C=C2)C2=CC(=CC=C2)C(F)(F)F)C1 (2-Methyl-6-[3-(trifluoromethyl)phenyl]imidazo[1,2-b]pyridazine hydrobromide). Run in C(C)O (ethanol). Procedure: A 1.5 g sample of 3-amino-6-[3-(trifluoromethyl)phenyl]pyridazine, 1.23 g of bromoacetone and 50 ml of ethanol was refluxed for 18 hours. The volatiles were removed in vacuo and the residue dissolved in dichloromethane. The solution was treated with activated carbon, filtered, and concentrated. The residue was crystallized from dichloromethane-hexane to give 1.0 g of the desired product as cream colored crystals, mp 219°-221° C. Reactants: [H-].[Na+] (Sodium hydride), C1(=CC=CC=C1)C=1NC=C(N1)C1=CC=NC=C1 (4-(2-phenyl-1H-imidazol-4-yl)pyridine), C[Si](CCOCCl)(C)C (2-(trimethylsilyl)ethoxymethyl chloride). The solvent is CN(C)C=O (DMF). Reaction conditions: time 1 hour. Yields the product C1(=CC=CC=C1)C=1N(C=C(N1)C1=CC=NC=C1)COCC[Si](C)(C)C (4-(2-phenyl-1-((2-(trimethylsilyl)ethoxy)methyl)-1H-imidazol-4-yl)pyridine). The yield is 75.9%. RXN SMILES: [H-].[Na+].[C:3]1([C:9]2[NH:10][CH:11]=[C:12]([C:14]3[CH:19]=[CH:18][N:17]=[CH:16][CH:15]=3)[N:13]=2)[CH:8]=[CH:7][CH:6]=[CH:5][CH:4]=1.[CH3:20][Si:21]([CH3:28])([CH3:27])[CH2:22][CH2:23][O:24][CH2:25]Cl>CN(C=O)C>[C:3]1([C:9]2[N:10]([CH2:25][O:24][CH2:23][CH2:22][Si:21]([CH3:28])([CH3:27])[CH3:20])[CH:11]=[C:12]([C:14]3[CH:15]=[CH:16][N:17]=[CH:18][CH:19]=3)[N:13]=2)[CH:4]=[CH:5][CH:6]=[CH:7][CH:8]=1 |f:0.1|. Procedure details: 60% Sodium hydride (200 mg, 5.0 mmol) was added slowly into a solution of 4-(2-phenyl-1H-imidazol-4-yl)pyridine (1.0 g, 4.5 mmol; Example 1, Step 1) in dry DMF (5 mL) at 0° C. The reaction mixture was stirred at rt for 1 h and re-cooled to 0° C. and 2-(trimethylsilyl)ethoxymethyl chloride (SEM chloride; 0.88 mL, 0.83 g, 5.0 mmol) was added. The reaction was stirred at 10° C. for 2 h and quenched with water (40 mL). The mixture was partitioned and extracted with EtOAc (3×60 mL) and the organic la... Reactants: Cl.C(=O)(O)CCN1C(=C(C(C=C1)=O)O)C (1-(2'-carboxyethyl)-3-hydroxy-2-methylpyrid-4-one hydrochloride), CO (methanol). Solvent: Cl (hydrogen chloride). Yields the product Cl.OC1=C(N(C=CC1=O)CCC(=O)OC)C (3-hydroxy-1-(2'-methoxycarbonylethyl)-2-methylpyrid-4-one hydrochloride). Yield: 80.0%. As a reaction SMILES: [ClH:1].[C:2]([CH2:5][CH2:6][N:7]1[CH:12]=[CH:11][C:10](=[O:13])[C:9]([OH:14])=[C:8]1[CH3:15])([OH:4])=[O:3].[CH3:16]O>Cl>[ClH:1].[OH:14][C:9]1[C:10](=[O:13])[CH:11]=[CH:12][N:7]([CH2:6][CH2:5][C:2]([O:4][CH3:16])=[O:3])[C:8]=1[CH3:15] |f:0.1,4.5|. Procedure: 1-(2'-carboxyethyl)-3-hydroxy-2-methylpyrid-4-one hydrochloride (2 g) prepared as described under Example 17, is dissolved in methanol saturated with hydrogen chloride and the solution is refluxed for 3 hours. Rotary evaporation of the solution yields a white solid which on recrystallisation from methanol gives 3-hydroxy-1-(2'-methoxycarbonylethyl)-2-methylpyrid-4-one hydrochloride in 80% yield m.p. 140°-141° C., νmax 1545, 1595, 1645, 1730, 1750 cm-1, δ(d6DMSO), 2.45 (s, 3H), 2.85 (t, 2H), 3.5 ... Starting materials: C([O-])([O-])=O.[Na+].[Na+] (sodium carbonate), C(C)(C)(C)OC(NCC=1SC(=CC1)Br)=O ((5-bromo-thiophen-2-ylmethyl)-carbamic acid tert-butyl ester), C(C)(C)(C)OC(=O)N1C=C(C=2C1=NC=CC2)B2OC(C(O2)(C)C)(C)C (3-(4,4,5,5-tetramethyl-[1,3,2]dioxaborolan-2-yl)-pyrrolo[2,3-b]pyridine-1-carboxylic acid tert-butyl ester), ClCCl (dichloromethane), O1CCOCC1 (1,4-dioxane). The reagents and catalysts are C1=CC=C(C=C1)P([C-]2C=CC=C2)C3=CC=CC=C3.C1=CC=C(C=C1)P([C-]2C=CC=C2)C3=CC=CC=C3.Cl[Pd]Cl.[Fe+2] ([1,1′-bis(diphenylphosphino)ferrocene]dichloropalladium(II)). The solvent is O (water). Conditions: temperature 110 celsius. Yields the product C(C)(C)(C)OC(NCC=1SC(=CC1)C1=CNC2=NC=CC=C21)=O ([5-(1H-Pyrrolo[2,3-b]pyridin-3-yl)-thiophen-2-ylmethyl]-carbamic acid tert-butyl ester). Reaction SMILES: [C:1]([O:5][C:6](=[O:15])[NH:7][CH2:8][C:9]1[S:10][C:11](Br)=[CH:12][CH:13]=1)([CH3:4])([CH3:3])[CH3:2].C(OC([N:23]1[C:27]2=[N:28][CH:29]=[CH:30][CH:31]=[C:26]2[C:25](B2OC(C)(C)C(C)(C)O2)=[CH:24]1)=O)(C)(C)C.ClCCl.O1CCOCC1.C(=O)([O-])[O-].[Na+].[Na+]>O.C1C=CC(P(C2C=CC=CC=2)[C-]2C=CC=C2)=CC=1.C1C=CC(P(C2C=CC=CC=2)[C-]2C=CC=C2)=CC=1.Cl[Pd]Cl.[Fe+2]>[C:1]([O:5][C:6](=[O:15])[NH:7][CH2:8][C:9]1[S:10][C:11]([C:25]2[C:26]3[C:27](=[N:28][CH:29]=[CH:30][CH:31]=3)[NH:23][CH:24]=2)=[CH:12][CH:13]=1)([CH3:4])([CH3:3])[CH3:2] |f:4.5.6,8.9.10.11|. Reported procedure: Into a vial was dissolved (5-bromo-thiophen-2-ylmethyl)-carbamic acid tert-butyl ester (115 mg, 0.000394 mol; Maybridge), 3-(4,4,5,5-tetramethyl-[1,3,2]dioxaborolan-2-yl)-pyrrolo[2,3-b]pyridine-1-carboxylic acid tert-butyl ester (119 mg, 0.000346 mol) and [1,1′-bis(diphenylphosphino)ferrocene]dichloropalladium(II), complex with dichloromethane (1:1) (28 mg, 0.000034 mol; Strem) in 1,4-dioxane (6.0 mL, 0.077 mol; Acros). To this was added 2.0 M of sodium carbonate in water (1.5 mL). The reaction ...